This data is from the Open Reaction Database (ORD), a public repository of structured organic reaction records. The task is: describe an organic reaction: reactants, conditions, products, and yield Conditions: temperature 20 celsius, time 1 hour. Run in C1CCOC1 (THF). Yields the product N1N=C(C2=C1C1=CC=CC=C1C2)C2=CC=C(C=C2)NC(OCCN(CC)CC)=O (2-(Diethylamino)ethyl N-[4-(1,4-dihydroindeno[1,2-c]pyrazol-3-yl)phenyl]carbamate). Reactants: C(C)N(CCO)CC (N,N-diethyl ethanol amine), [H-].[Na+] (NaH), N(=C=O)C1=CC=C(C=C1)C=1C2=C(NN1)C1=CC=CC=C1C2 (3-(4-isocyanatophenyl)-1,4-dihydroindeno[1,2-c]pyrazole), N(=C=O)C1=CC=C(C=C1)C=1C2=C(NN1)C1=CC=CC=C1C2 (3-(4-Isocyanatophenyl)-1,4-dihydroindeno[1,2-c]pyrazole). Reaction SMILES: [CH2:1]([N:3]([CH2:7][CH3:8])[CH2:4][CH2:5][OH:6])[CH3:2].[H-].[Na+].[N:11]([C:14]1[CH:19]=[CH:18][C:17]([C:20]2[C:21]3[CH2:31][C:30]4[C:25](=[CH:26][CH:27]=[CH:28][CH:29]=4)[C:22]=3[NH:23][N:24]=2)=[CH:16][CH:15]=1)=[C:12]=[O:13]>C1COCC1>[NH:23]1[C:22]2[C:25]3[C:30]([CH2:31][C:21]=2[C:20]([C:17]2[CH:16]=[CH:15][C:14]([NH:11][C:12](=[O:13])[O:6][CH2:5][CH2:4][N:3]([CH2:7][CH3:8])[CH2:1][CH3:2])=[CH:19][CH:18]=2)=[N:24]1)=[CH:29][CH:28]=[CH:27][CH:26]=3 |f:1.2|. Yield: 62.0%. Procedure details: To a solution of N,N-diethyl ethanol amine (0.368 mL, 2.75 mmol) in THF (5 mL) was added NaH (60% in mineral oil, 113 mg, 2.75 mmol). The reaction mixture was stirred at about 20° C., for about 1 hour then solid 3-(4-isocyanatophenyl)-1,4-dihydroindeno[1,2-c]pyrazole, 2 (58 mg, 0.22 mmol) was added. The reaction mixture was heated to about 45° C., for about 3 hours. The reaction mixture was quenched by addition of H2O and the product was extracted into EtOAc. The crude material was purified by f... Starting materials: O=C(c1ccccc1)c1cc[nH]c1, CN(C)C=O, [K+], NOS(=O)(=O)O, [OH-], O. Product: Nn1ccc(C(=O)c2ccccc2)c1. Reaction SMILES: [C:1]([c:2]1[cH:3][cH:4][cH:5][cH:6][cH:7]1)(=[O:8])[c:9]1[cH:10][nH:11][cH:12][cH:13]1.[CH3:22][N:23]([CH3:24])[CH:25]=[O:26].[K+:15].[NH2:16][O:17][S:18]([OH:19])(=[O:20])=[O:21].[OH-:14].[OH2:27]>>[C:1]([c:2]1[cH:3][cH:4][cH:5][cH:6][cH:7]1)(=[O:8])[c:9]1[cH:10][n:11]([NH2:16])[cH:12][cH:13]1. The reactants are solution, CN (methyl amine), C1(=CC=CC=C1)S(=O)(=O)C=1C=CC2=C(O[C@@H](CO2)COS(=O)(=O)C)C1 (methansulfonic acid 7-benzenesulfonyl-2,3-dihydro-benzo[1,4]dioxin-2(S)-yl-methyl ester). Solvent: CO (methanol). Product: C1(=CC=CC=C1)S(=O)(=O)C=1C=CC2=C(O[C@@H](CO2)CNC)C1 ((7-Benzenesulfonyl-2,3-dihydro-benzo[1,4]dioxin-2(R)-ylmethyl)-methyl-amine). As a reaction SMILES: [CH3:1][NH2:2].[C:3]1([S:9]([C:12]2[CH:13]=[CH:14][C:15]3[O:20][CH2:19][C@@H:18]([CH2:21]OS(C)(=O)=O)[O:17][C:16]=3[CH:27]=2)(=[O:11])=[O:10])[CH:8]=[CH:7][CH:6]=[CH:5][CH:4]=1>CO>[C:3]1([S:9]([C:12]2[CH:13]=[CH:14][C:15]3[O:20][CH2:19][C@@H:18]([CH2:21][NH:2][CH3:1])[O:17][C:16]=3[CH:27]=2)(=[O:11])=[O:10])[CH:8]=[CH:7][CH:6]=[CH:5][CH:4]=1. Procedure details: A 2M solution of methyl amine in methanol (10 mL) and methansulfonic acid 7-benzenesulfonyl-2,3-dihydro-benzo[1,4]dioxin-2(S)-yl-methyl ester (0.87 g, 2.26 mmol) were heated in a microwave at 100° C. for 3 hours. The solvent was removed under reduced pressure and the crude material was purified by flash chromatography on silica gel (eluting with dichloromethane—methanol; 98:2, v/v) to give (7-Benzenesulfonyl-2,3-dihydro-benzo[1,4]dioxin-2(R)-ylmethyl)-methyl-amine as a white solid (0.557 g; 77%)... As a reaction SMILES: C([N:8]1[CH2:13][CH2:12][C:11]([NH:17][CH:18]([CH3:20])[CH3:19])([C:14]([NH2:16])=[O:15])[CH2:10][CH2:9]1)C1C=CC=CC=1.C(O)=O>[Pd].CO>[C:14]([C:11]1([NH:17][CH:18]([CH3:20])[CH3:19])[CH2:12][CH2:13][NH:8][CH2:9][CH2:10]1)(=[O:15])[NH2:16]. Isolated yield 113.3%. Starting materials: C(C1=CC=CC=C1)N1CCC(CC1)(C(=O)N)NC(C)C (1-benzyl-4-isopropylamino-4-piperidinecarboxamide), C(=O)O (formic acid). Run in CO (methanol). Reagents/catalysts: [Pd] (palladium on charcoal). Procedure: A mixture of the 1-benzyl-4-isopropylamino-4-piperidinecarboxamide (250 mg, 0.91 mmol) (commercially available from Aldrich Chemical, Milwaukee, Wis.), 10% palladium on charcoal (30% by weight, 81 mg) and formic acid (5 mmol) in methanol (4 ml) was stirred vigorously overnight at room temperature. The reaction mixture was filtered through a celite pad and concentrated in vacuo to provide the product 4-carbamoyl-4-(isopropylamino)piperidine (191 mg, 90%) as a formic acid salt. A mixture of the ch... The product is C(N)(=O)C1(CCNCC1)NC(C)C (4-carbamoyl-4-(isopropylamino)piperidine). RXN SMILES: [C:27]([CH3:28])([CH3:29])([CH3:30])[O:31][C:32](=[O:33])[N:34]1[CH2:35][CH2:36][CH:37]([CH:40]=[O:41])[CH2:38][CH2:39]1.[C:46]([O:47][BH-:48]([O:49][C:50](=[O:51])[CH3:52])[O:53][C:54](=[O:55])[CH3:56])(=[O:57])[CH3:58].[CH3:1][O:2][C:3](=[O:4])[c:5]1[s:6][c:7](-[c:20]2[cH:21][c:22]([NH2:26])[cH:23][cH:24][cH:25]2)[c:8]([Br:19])[c:9]1[O:10][CH2:11][C:12](=[O:13])[O:14][C:15]([CH3:16])([CH3:17])[CH3:18].[CH3:42][C:43](=[O:44])[OH:45].[Cl:60][CH2:61][Cl:62].[Na+:59]>>[CH3:1][O:2][C:3](=[O:4])[c:5]1[s:6][c:7](-[c:20]2[cH:21][c:22]([NH:26][CH2:40][CH:37]3[CH2:36][CH2:35][N:34]([C:32]([O:31][C:27]([CH3:28])([CH3:29])[CH3:30])=[O:33])[CH2:39][CH2:38]3)[cH:23][cH:24][cH:25]2)[c:8]([Br:19])[c:9]1[O:10][CH2:11][C:12](=[O:13])[O:14][C:15]([CH3:16])([CH3:17])[CH3:18]. Product: COC(=O)c1sc(-c2cccc(NCC3CCN(C(=O)OC(C)(C)C)CC3)c2)c(Br)c1OCC(=O)OC(C)(C)C. Reactants: CC(C)(C)OC(=O)N1CCC(C=O)CC1, CC(=O)O[BH-](OC(C)=O)OC(C)=O, COC(=O)c1sc(-c2cccc(N)c2)c(Br)c1OCC(=O)OC(C)(C)C, CC(=O)O, ClCCl, [Na+]. The reactants are CC(C)(C)OC(=O)N1CCC(CNC(=O)C(F)(F)F)(c2ccc(I)cc2)CC1, CI, CCOC(C)=O, [H-], [Na+], CN(C)C=O. Yields the product CN(CC1(c2ccc(I)cc2)CCN(C(=O)OC(C)(C)C)CC1)C(=O)C(F)(F)F. Reaction SMILES: [C:3]([CH3:4])([CH3:5])([CH3:6])[O:7][C:8](=[O:9])[N:10]1[CH2:11][CH2:12][C:13]([CH2:16][NH:17][C:18]([C:19]([F:20])([F:21])[F:22])=[O:23])([c:24]2[cH:25][cH:26][c:27]([I:30])[cH:28][cH:29]2)[CH2:14][CH2:15]1.[CH3:31][I:32].[CH3:38][CH2:39][O:40][C:41]([CH3:42])=[O:43].[H-:1].[Na+:2].[O:33]=[CH:34][N:35]([CH3:36])[CH3:37]>>[C:3]([CH3:4])([CH3:5])([CH3:6])[O:7][C:8](=[O:9])[N:10]1[CH2:11][CH2:12][C:13]([CH2:16][N:17]([C:18]([C:19]([F:20])([F:21])[F:22])=[O:23])[CH3:31])([c:24]2[cH:25][cH:26][c:27]([I:30])[cH:28][cH:29]2)[CH2:14][CH2:15]1. The reactants are CCCCc1ncc(C(C)=O)n1Cc1ccccc1Cl, CCOC(=O)CP(=O)(OCC)OCC, CCO, [Na]. Reaction SMILES: [CH2:16]([CH2:17][CH2:18][CH3:19])[c:20]1[n:21]([CH2:28][c:29]2[c:30]([Cl:35])[cH:31][cH:32][cH:33][cH:34]2)[c:22]([C:25](=[O:26])[CH3:27])[cH:23][n:24]1.[CH3:2][CH2:3][O:4][C:5](=[O:6])[CH2:7][P:8]([O:9][CH2:10][CH3:11])([O:12][CH2:13][CH3:14])=[O:15].[CH3:36][CH2:37][OH:38].[Na:1]>>[CH3:2][CH2:3][O:4][C:5](=[O:6])[CH:7]=[C:25]([c:22]1[n:21]([CH2:28][c:29]2[c:30]([Cl:35])[cH:31][cH:32][cH:33][cH:34]2)[c:20]([CH2:16][CH2:17][CH2:18][CH3:19])[n:24][cH:23]1)[CH3:27]. Yields the product CCCCc1ncc(C(C)=CC(=O)OCC)n1Cc1ccccc1Cl.